Dataset: the Open Reaction Database (ORD), a public repository of structured organic reaction records. Task: describe an organic reaction: reactants, conditions, products, and yield Reactants: C(C1=CC=CC=C1)(=O)NC1=C(C=C(C=C1)[N+](=O)[O-])Cl (N-benzoyl 2-chloro-4-nitroaniline), [Sn](Cl)Cl (tin (II) chloride), N (ammonia). Run in C(C)(=O)OCC (ethyl acetate). The product is C(C1=CC=CC=C1)(=O)NC1=C(C=C(C=C1)N)Cl (N-benzoyl 2-chloro-4-aminoaniline). The yield is 90.2%. As a reaction SMILES: [C:1]([NH:9][C:10]1[CH:15]=[CH:14][C:13]([N+:16]([O-])=O)=[CH:12][C:11]=1[Cl:19])(=[O:8])[C:2]1[CH:7]=[CH:6][CH:5]=[CH:4][CH:3]=1.[Sn](Cl)Cl.N>C(OCC)(=O)C>[C:1]([NH:9][C:10]1[CH:15]=[CH:14][C:13]([NH2:16])=[CH:12][C:11]=1[Cl:19])(=[O:8])[C:2]1[CH:3]=[CH:4][CH:5]=[CH:6][CH:7]=1. Procedure details: A mixture of N-benzoyl 2-chloro-4-nitroaniline (5.77 g, 20.8 mmol) and tin (II) chloride (23.5 g, 104 .mmol) were heated in ethyl acetate (250 ml) at reflux for 2 hours under an inert atmosphere. The reaction was allowed to cool to ambient temperature and concentrated aqueous ammonia (40 ml) was added. The reaction was filtered, the solid material was washed with ethyl acetate (3×30 ml) and the combined organic layers were evaporated in vacuo. Drying of the resultant solid in vacuo, yielded N-be... Reactants: acrylate esters, ( 1 ), C(C=C)(=O)OC(C=C)=O (acrylic anhydride), C(CCC)O (n-butyl alcohol). Reaction conditions: time 3.5 hour. Product: C(C=C)(=O)OCCCC (n-butyl acrylate). Isolated yield 91.2%. Reaction SMILES: [C:1]([O:5][C:6](=[O:9])[CH:7]=[CH2:8])(=O)[CH:2]=[CH2:3].[CH2:10](O)CCC>>[C:6]([O:5][CH2:1][CH2:2][CH2:3][CH3:10])(=[O:9])[CH:7]=[CH2:8]. Procedure details: According to another embodiment of the invention, the olefin acid anhydrides are reacted with alcohols to give high yields of the acrylate esters at room temperature. In particular, acrylic anhydride has been reacted with a series of alcohols ranging from C-1 to C-18 to give high yields of the acrylate esters at room temperature. The synthesis of acrylate esters by the reaction of alcohols with acrylic anhydride were found to proceed essentially to completion at room temperature to yield only th...